The task is: describe an organic reaction: reactants, conditions, products, and yield. This data is from the Open Reaction Database (ORD), a public repository of structured organic reaction records. Starting materials: C(C)C1=C2C(=C(S1)C(=O)O)CCC(C2)(CC)CC (3,5,5-triethyl-4,5,6,7-tetrahydro-benzo[c]thiophene-1-carboxylic acid), ClC=1C=C(C(=O)NN)C=C(N1)C (2-chloro-6-methyl-isonicotinic acid hydrazide). Yields the product ClC1=NC(=CC(=C1)C=1OC(=NN1)C=1SC(=C2C1CCC(C2)(C)C)CC)C (2-Chloro-4-[5-(3-ethyl-5,5-dimethyl-4,5,6,7-tetrahydro-benzo[c]thiophen-1-yl)-[1,3,4]oxadiazol-2-yl]-6-methyl-pyridine). Reaction SMILES: [CH2:1]([C:3]1[S:7][C:6]([C:8]([OH:10])=O)=[C:5]2[CH2:11][CH2:12][C:13]([CH2:17]C)([CH2:15]C)[CH2:14][C:4]=12)[CH3:2].[Cl:19][C:20]1[CH:21]=[C:22]([CH:27]=[C:28]([CH3:30])[N:29]=1)[C:23]([NH:25][NH2:26])=O>>[Cl:19][C:20]1[CH:21]=[C:22]([C:23]2[O:10][C:8]([C:6]3[S:7][C:3]([CH2:1][CH3:2])=[C:4]4[CH2:14][C:13]([CH3:15])([CH3:17])[CH2:12][CH2:11][C:5]=34)=[N:26][N:25]=2)[CH:27]=[C:28]([CH3:30])[N:29]=1. Procedure: 2-Chloro-4-[5-(3-ethyl-5,5-dimethyl-4,5,6,7-tetrahydro-benzo[c]thiophen-1-yl)-[1,3,4]oxadiazol-2-yl]-6-methyl-pyridine is synthesized from 3,5,5-triethyl-4,5,6,7-tetrahydro-benzo[c]thiophene-1-carboxylic acid and 2-chloro-6-methyl-isonicotinic acid hydrazide in analogy to Example 9; LC-MS: tR=1.22 min, [M+1]=388.25. Reactants: [Br-], C=CCBr, CCCC[N+](CCCC)(CCCC)CCCC, Cc1ccccc1, [K], CCOC(=O)c1sc(=O)[nH]c1C(F)(F)F. Reaction SMILES: [Br-:21].[CH2:17]([CH:18]=[CH2:19])[Br:20].[CH3:22][CH2:23][CH2:24][CH2:25][N+:26]([CH2:27][CH2:28][CH2:29][CH3:30])([CH2:31][CH2:32][CH2:33][CH3:34])[CH2:35][CH2:36][CH2:37][CH3:38].[CH3:39][c:40]1[cH:41][cH:42][cH:43][cH:44][cH:45]1.[K:16].[O:1]=[c:2]1[s:3][c:4]([C:11](=[O:12])[O:13][CH2:14][CH3:15])[c:5]([C:7]([F:8])([F:9])[F:10])[nH:6]1>>[O:1]=[c:2]1[s:3][c:4]([C:11](=[O:12])[O:13][CH2:14][CH3:15])[c:5]([C:7]([F:8])([F:9])[F:10])[n:6]1[CH2:19][CH:18]=[CH2:17]. The product is C=CCn1c(C(F)(F)F)c(C(=O)OCC)sc1=O. Product: ClC1=C(C=C(C=C1)NC(C1=C(N=C(C=C1)C(F)(F)F)C)=O)NC(C1=C(C=CC=C1)Cl)=O (N-(4-chloro-3-(2-chlorobenzamido)phenyl)-2-methyl-6-(trifluoromethyl)-nicotinamide). Procedure details: N-(3-amino-4-chlorophenyl)-2-methyl-6-(trifluoromethyl)nicotinamide (0.182 mmol) was used in general procedure 1 with 2-chlorobenzoyl chloride (0.228 mmol). The product was purified by RP-HPLC to give N-(4-chloro-3-(2-chlorobenzamido)phenyl)-2-methyl-6-(trifluoromethyl)-nicotinamide. MS (Q1) 469 (M)+ Reaction SMILES: [NH2:1][C:2]1[CH:3]=[C:4]([NH:9][C:10](=[O:22])[C:11]2[CH:16]=[CH:15][C:14]([C:17]([F:20])([F:19])[F:18])=[N:13][C:12]=2[CH3:21])[CH:5]=[CH:6][C:7]=1[Cl:8].[Cl:23][C:24]1[CH:32]=[CH:31][CH:30]=[CH:29][C:25]=1[C:26](Cl)=[O:27]>>[Cl:8][C:7]1[CH:6]=[CH:5][C:4]([NH:9][C:10](=[O:22])[C:11]2[CH:16]=[CH:15][C:14]([C:17]([F:20])([F:19])[F:18])=[N:13][C:12]=2[CH3:21])=[CH:3][C:2]=1[NH:1][C:26](=[O:27])[C:25]1[CH:29]=[CH:30][CH:31]=[CH:32][C:24]=1[Cl:23]. Starting materials: NC=1C=C(C=CC1Cl)NC(C1=C(N=C(C=C1)C(F)(F)F)C)=O (N-(3-amino-4-chlorophenyl)-2-methyl-6-(trifluoromethyl)nicotinamide), ClC1=C(C(=O)Cl)C=CC=C1 (2-chlorobenzoyl chloride). The reactants are O1CCOCC1 (Dioxane), ClC1=NC=CC2=CC(=CC=C12)S(=O)(=O)N(C=1SC=CN1)CC1=CC=C(C=C1)OC (1-chloro-N-(4-methoxybenzyl)-N-(thiazol-2-yl)isoquinoline-6-sulfonamide), CC1(OB(OC1(C)C)C1=C(C=CC=C1)O)C (2-(4,4,5,5-tetramethyl-1,3,2-dioxaborolan-2-yl)phenol), C([O-])([O-])=O.[K+].[K+] (potassium carbonate). Reagents/catalysts: C=1C=CC(=CC1)[P](C=2C=CC=CC2)(C=3C=CC=CC3)[Pd]([P](C=4C=CC=CC4)(C=5C=CC=CC5)C=6C=CC=CC6)([P](C=7C=CC=CC7)(C=8C=CC=CC8)C=9C=CC=CC9)[P](C=1C=CC=CC1)(C=1C=CC=CC1)C=1C=CC=CC1 (Pd(Ph3P)4). Run in O (Water). The product is OC1=C(C=CC=C1)C1=NC=CC2=CC(=CC=C12)S(=O)(=O)N(C=1SC=CN1)CC1=CC=C(C=C1)OC (1-(2-HYDROXYPHENYL)-N-(4-METHOXYBENZYL)-N-(THIAZOL-2-YL)ISOQUINOLINE-6-SULFONAMIDE). As a reaction SMILES: Cl[C:2]1[C:11]2[C:6](=[CH:7][C:8]([S:12]([N:15]([CH2:21][C:22]3[CH:27]=[CH:26][C:25]([O:28][CH3:29])=[CH:24][CH:23]=3)[C:16]3[S:17][CH:18]=[CH:19][N:20]=3)(=[O:14])=[O:13])=[CH:9][CH:10]=2)[CH:5]=[CH:4][N:3]=1.CC1(C)C(C)(C)OB([C:38]2[CH:43]=[CH:42][CH:41]=[CH:40][C:39]=2[OH:44])O1.C(=O)([O-])[O-].[K+].[K+].O1CCOCC1>C1C=CC([P]([Pd]([P](C2C=CC=CC=2)(C2C=CC=CC=2)C2C=CC=CC=2)([P](C2C=CC=CC=2)(C2C=CC=CC=2)C2C=CC=CC=2)[P](C2C=CC=CC=2)(C2C=CC=CC=2)C2C=CC=CC=2)(C2C=CC=CC=2)C2C=CC=CC=2)=CC=1.O>[OH:44][C:39]1[CH:40]=[CH:41][CH:42]=[CH:43][C:38]=1[C:2]1[C:11]2[C:6](=[CH:7][C:8]([S:12]([N:15]([CH2:21][C:22]3[CH:27]=[CH:26][C:25]([O:28][CH3:29])=[CH:24][CH:23]=3)[C:16]3[S:17][CH:18]=[CH:19][N:20]=3)(=[O:14])=[O:13])=[CH:9][CH:10]=2)[CH:5]=[CH:4][N:3]=1 |f:2.3.4,^1:61,63,82,101|. Reported procedure: To a microwave vial charged with 1-chloro-N-(4-methoxybenzyl)-N-(thiazol-2-yl)isoquinoline-6-sulfonamide (Intermediate JJJ) (100 mg, 0.224 mmol), 2-(4,4,5,5-tetramethyl-1,3,2-dioxaborolan-2-yl)phenol (49 mg, 0.224 mmol), potassium carbonate (155 mg, 1.121 mmol) and Pd(Ph3P)4 (26 mg, 0.022 mmol) was added Dioxane (1120 μl) and Water (374 μl) and irradiated at 100° C. for 30 min affording conversion to desired product as the primary species. The organic layer was decanted, the aqueous rinsed with ... The reactants are [H-].[H-].[H-].[H-].[Li+].[Al+3] (LiAlH4), FC(CC1CC(NC1)=O)(F)F (4-(2,2,2-trifluoroethyl)pyrrolidin-2-one). Solvent: C1CCOC1 (THF). Conditions: temperature -10 celsius. Yields the product FC(CC1CNCC1)(F)F (3-(2,2,2-trifluoroethyl)pyrrolidine). Yield: 77.0%. RXN SMILES: [F:1][C:2]([F:11])([F:10])[CH2:3][CH:4]1[CH2:8][NH:7][C:6](=O)[CH2:5]1.[H-].[H-].[H-].[H-].[Li+].[Al+3]>C1COCC1>[F:1][C:2]([F:11])([F:10])[CH2:3][CH:4]1[CH2:5][CH2:6][NH:7][CH2:8]1 |f:1.2.3.4.5.6|. Procedure details: To a solution of 4-(2,2,2-trifluoroethyl)pyrrolidin-2-one a1-10 (4.0 g, 23.9 mmol, 1 eq) in freshly distilled THF, LiAlH4 (2.27 g, 60 mmol, 2.5 eq) is added carefully at 0° C. After completion of the addition, the mixture is heated at reflux for 1.5 h in a flask equipped with a condenser cooled at −10° C. The reaction mixture is then carefully quenched with water at 0° C. and filtered on a pad of celite/MgSO4. The filtrate is concentrated under reduced pressure at room temperature to afford 2.82...